Dataset: the Open Reaction Database (ORD), a public repository of structured organic reaction records. Task: describe an organic reaction: reactants, conditions, products, and yield The reactants are [OH-].[Na+] (sodium hydroxide), COC(CC1=C(C=CC=C1)C1=CC=C(C=C1)C(CC)(C1=CC(=C(C=C1)\C=C\C(CC)(O)CC)C)CC)=O ((4′-{1-ethyl-1-[4-((E)-3-ethyl-3-hydroxy-1-pentenyl)-3-methyl-phenyl]-propyl}-biphenyl-2-yl)-acetic acid methyl ester). The solvent is CO.O1CCCC1 (methanol tetrahydrofuran). Reaction conditions: temperature 60 celsius, time 2.5 hour. Product: C(C)C(CC)(C1=CC(=C(C=C1)\C=C\C(CC)(O)CC)C)C1=CC=C(C=C1)C1=C(C=CC=C1)CC(=O)O ((4′-{1-ethyl-1-[4-((E)-3-ethyl-3-hydroxy-1-pentenyl)-3-methyl-phenyl]-propyl}-biphenyl-2-yl)-acetic Acid). Yield: 74.7%. As a reaction SMILES: [OH-].[Na+].C[O:4][C:5](=[O:39])[CH2:6][C:7]1[CH:12]=[CH:11][CH:10]=[CH:9][C:8]=1[C:13]1[CH:18]=[CH:17][C:16]([C:19]([CH2:37][CH3:38])([C:22]2[CH:27]=[CH:26][C:25](/[CH:28]=[CH:29]/[C:30]([CH2:34][CH3:35])([OH:33])[CH2:31][CH3:32])=[C:24]([CH3:36])[CH:23]=2)[CH2:20][CH3:21])=[CH:15][CH:14]=1>CO.O1CCCC1>[CH2:20]([C:19]([C:16]1[CH:15]=[CH:14][C:13]([C:8]2[CH:9]=[CH:10][CH:11]=[CH:12][C:7]=2[CH2:6][C:5]([OH:39])=[O:4])=[CH:18][CH:17]=1)([C:22]1[CH:27]=[CH:26][C:25](/[CH:28]=[CH:29]/[C:30]([CH2:31][CH3:32])([OH:33])[CH2:34][CH3:35])=[C:24]([CH3:36])[CH:23]=1)[CH2:37][CH3:38])[CH3:21] |f:0.1,3.4|. Procedure details: A 1 N sodium hydroxide aqueous solution (0.160 mL, 0.160 mmol) was added to a solution of (4′-{1-ethyl-1-[4-((E)-3-ethyl-3-hydroxy-1-pentenyl)-3-methyl-phenyl]-propyl}-biphenyl-2-yl)-acetic acid methyl ester (Example 126-(2); 26.6 mg, 0.053 mmol) in methanol-tetrahydrofuran (1:1, 3 mL), and the mixture was stirred at 60° C. for 2.5 hours. Then, the reaction mixture was concentrated under reduced pressure. The resulting residue was purified by silica gel chromatography (ethyl acetate:methanol:wat...